This data is from the Open Reaction Database (ORD), a public repository of structured organic reaction records. The task is: describe an organic reaction: reactants, conditions, products, and yield Procedure details: To a preweighed Erlenmeyer flask, 1.0303 g, 4.7 mmol, of 1-ethyl-4-amino-1,2,4-triazolium bromide was measured out under nitrogen conditions. Methanol, 25 ml, was added to dissolve the salt, resulting in a clear solution, homogeneous. In a second preweighed Erlenmeyer flask, 0.8045 g, 4.7 mmol, of silver nitrate was measured out. Acetonitrile, 4 ml, was added along with 15 ml of methanol to dissolve the salt, resulting in a clear, homogeneous solution. The silver nitrate solution was added, drop... RXN SMILES: [Br-:1].[CH2:2]([N+:4]1[N:5]=[CH:6][N:7]([NH2:9])[CH:8]=1)[CH3:3].[C:10](#N)[CH3:11]>[N+]([O-])([O-])=O.[Ag+].CO>[Br-:1].[CH3:3][C:2]1([N+:4]2[N:5]=[CH:6][N:7]([NH2:9])[CH:8]=2)[CH2:11][CH2:10]1 |f:0.1,3.4,6.7|. The reactants are [Br-].C(C)[N+]=1N=CN(C1)N (1-ethyl-4-amino-1,2,4-triazolium bromide), C(C)#N (Acetonitrile). Yields the product [Br-].CC1(CC1)[N+]=1N=CN(C1)N (1-methylcyclopropyl-4-amino-1,2,4-triazolium bromide). Run in CO (methanol), CO (Methanol). Reagents/catalysts: [N+](=O)([O-])[O-].[Ag+] (silver nitrate), [N+](=O)([O-])[O-].[Ag+] (silver nitrate). Starting materials: C(C)(C)C=1SC=C(N1)C(=O)N1CCOC2(CN(C2)CCC=2C=C(CCOCCC(=O)OC(C)(C)C)C=CC2)C1 (tert-Butyl 3-(3-(2-(8-(2-isopropylthiazole-4-carbonyl)-5-oxa-2,8-diazaspiro[3.5]nonan-2-yl)ethyl)phenethoxy)propanoate), C(=O)(C(F)(F)F)O (TFA), C1(=CC=CC=C1)C (Toluene). Run in C(Cl)Cl (DCM). Run at time 1 hour. Product: FC(C(=O)O)(F)F.C(C)(C)C=1SC=C(N1)C(=O)N1CCOC2(CN(C2)CCC=2C=C(CCOCCC(=O)O)C=CC2)C1 (3-(3-(2-(8-(2-Isopropylthiazole-4-carbonyl)-5-oxa-2,8-diazaspiro[3.5]nonan-2-yl)ethyl)phenethoxy)propanoic acid, trifluoroacetate salt). Reaction SMILES: [CH:1]([C:4]1[S:5][CH:6]=[C:7]([C:9]([N:11]2[CH2:39][C:15]3([CH2:18][N:17]([CH2:19][CH2:20][C:21]4[CH:22]=[C:23]([CH:36]=[CH:37][CH:38]=4)[CH2:24][CH2:25][O:26][CH2:27][CH2:28][C:29]([O:31]C(C)(C)C)=[O:30])[CH2:16]3)[O:14][CH2:13][CH2:12]2)=[O:10])[N:8]=1)([CH3:3])[CH3:2].[C:40]([OH:46])([C:42]([F:45])([F:44])[F:43])=[O:41].C1(C)C=CC=CC=1>C(Cl)Cl>[F:43][C:42]([F:45])([F:44])[C:40]([OH:46])=[O:41].[CH:1]([C:4]1[S:5][CH:6]=[C:7]([C:9]([N:11]2[CH2:39][C:15]3([CH2:16][N:17]([CH2:19][CH2:20][C:21]4[CH:22]=[C:23]([CH:36]=[CH:37][CH:38]=4)[CH2:24][CH2:25][O:26][CH2:27][CH2:28][C:29]([OH:31])=[O:30])[CH2:18]3)[O:14][CH2:13][CH2:12]2)=[O:10])[N:8]=1)([CH3:3])[CH3:2] |f:4.5|. Procedure details: A solution of tert-butyl 3-(3-(2-(8-(2-isopropylthiazole-4-carbonyl)-5-oxa-2,8-diazaspiro[3.5]nonan-2-yl)ethyl)phenethoxy)propanoate (460 mg) (example 176 step g) in DCM (6 mL) was treated with TFA (2 mL) and the solution allowed to stand at RT for 1 hour. Toluene (10 mL) was added and the solvents were evaporated under reduced pressure and the residue dissolved in acetonitrile and the solution evaporated under reduced pressure to afford the subtitled compound. Yield 500 mg. The reactants are [BH4-], CO, CO, CC(C)O, ClCCl, CC(=O)c1c(C)nc2ccccc2c1N, [Na+], O. Product: Cc1nc2ccccc2c(N)c1C(C)O. Reaction SMILES: [BH4-:16].[CH3:21][OH:22].[CH3:23][OH:24].[CH:25]([OH:26])([CH3:27])[CH3:28].[Cl:18][CH2:19][Cl:20].[NH2:1][c:2]1[c:3]([C:13]([CH3:14])=[O:15])[c:4]([CH3:12])[n:5][c:6]2[cH:7][cH:8][cH:9][cH:10][c:11]12.[Na+:17].[OH2:29]>>[NH2:1][c:2]1[c:3]([CH:13]([CH3:14])[OH:15])[c:4]([CH3:12])[n:5][c:6]2[cH:7][cH:8][cH:9][cH:10][c:11]12. Starting materials: CCOc1ccn(-c2ccc(F)cc2)c(=O)c1C(=O)Nc1cc(F)c(Oc2ccnc(N(C(=O)OC(C)(C)C)C(=O)OC(C)(C)C)c2-c2cnn(C)c2)cc1F, ClCCl, O=C(O)C(F)(F)F. Product: CCOc1ccn(-c2ccc(F)cc2)c(=O)c1C(=O)Nc1cc(F)c(Oc2ccnc(N)c2-c2cnn(C)c2)cc1F. RXN SMILES: [CH3:8][C:9]([CH3:10])([O:11][C:12]([N:14]([C:13]([O:56][C:57]([CH3:58])([CH3:59])[CH3:60])=[O:61])[c:15]1[n:16][cH:17][cH:18][c:19]([O:27][c:28]2[cH:29][c:30]([F:55])[c:31]([NH:35][C:36](=[O:37])[c:38]3[c:39](=[O:54])[n:40](-[c:47]4[cH:48][cH:49][c:50]([F:53])[cH:51][cH:52]4)[cH:41][cH:42][c:43]3[O:44][CH2:45][CH3:46])[cH:32][c:33]2[F:34])[c:20]1-[c:21]1[cH:22][n:23][n:24]([CH3:26])[cH:25]1)=[O:62])[CH3:63].[Cl:64][CH2:65][Cl:66].[F:1][C:2]([F:3])([F:4])[C:5]([OH:6])=[O:7]>>[NH2:14][c:15]1[n:16][cH:17][cH:18][c:19]([O:27][c:28]2[cH:29][c:30]([F:55])[c:31]([NH:35][C:36](=[O:37])[c:38]3[c:39](=[O:54])[n:40](-[c:47]4[cH:48][cH:49][c:50]([F:53])[cH:51][cH:52]4)[cH:41][cH:42][c:43]3[O:44][CH2:45][CH3:46])[cH:32][c:33]2[F:34])[c:20]1-[c:21]1[cH:22][n:23][n:24]([CH3:26])[cH:25]1. Reactants: C(C)C1C(OC1CC(CCCCCCC\C=C/C\C=C/CCCCC)O)=O (3-ethyl-4-[(10Z,13Z)-2-hydroxy-10,13-nonadecadienyl)-2-oxetanone), C(=O)N([C@@H](CC(C)C)C(=O)O)C (N-formyl-N-methyl-L-leucine). The product is C(CCCCCCCCC)[C@H]1[C@@H](OC1=O)C[C@H](CCC=C)OC([C@@H](NC=O)CC(C)C)=O (N-formyl-L-leucine (S)-1-[[(2S,3S)-3-decyl-4-oxo-2-oxetanyl]methyl]-4-pentenyl ester). Reaction SMILES: [CH2:1]([CH:3]1[CH:6]([CH2:7][CH:8]([OH:26])[CH2:9][CH2:10][CH2:11][CH2:12]CCC/C=C\C/C=C\CCCCC)[O:5][C:4]1=[O:27])[CH3:2].[CH:28]([N:30](C)[C@H:31]([C:36]([OH:38])=O)[CH2:32][CH:33]([CH3:35])[CH3:34])=[O:29]>>[CH2:1]([C@@H:3]1[C:4](=[O:27])[O:5][C@H:6]1[CH2:7][C@@H:8]([O:26][C:36](=[O:38])[C@H:31]([CH2:32][CH:33]([CH3:34])[CH3:35])[NH:30][CH:28]=[O:29])[CH2:9][CH2:10][CH:11]=[CH2:12])[CH2:2][CH2:2][CH2:1][CH2:3][CH2:6][CH2:7][CH2:8][CH2:9][CH3:10]. Procedure details: by esterifying 3-ethyl-4-[(10Z,13Z)-2-hydroxy-10,13-nonadecadienyl)-2-oxetanone with N-formyl-N-methyl-L-leucine there was obtained Reactants: Cc1ccccc1, COC(=O)c1cnc(Cl)cc1C(F)(F)F, OB(O)c1ccc(C(F)(F)F)cc1, [K+], [K+], [K+], O=P([O-])([O-])[O-]. The product is COC(=O)c1cnc(-c2ccc(C(F)(F)F)cc2)cc1C(F)(F)F. RXN SMILES: [CH3:37][c:38]1[cH:39][cH:40][cH:41][cH:42][cH:43]1.[Cl:1][c:2]1[n:3][cH:4][c:5]([C:6](=[O:7])[O:8][CH3:9])[c:10]([C:12]([F:13])([F:14])[F:15])[cH:11]1.[F:16][C:17]([c:18]1[cH:19][cH:20][c:21]([B:24]([OH:25])[OH:26])[cH:22][cH:23]1)([F:27])[F:28].[K+:34].[K+:35].[K+:36].[P:29]([O-:30])([O-:31])([O-:32])=[O:33]>>[c:2]1(-[c:21]2[cH:20][cH:19][c:18]([C:17]([F:16])([F:27])[F:28])[cH:23][cH:22]2)[n:3][cH:4][c:5]([C:6](=[O:7])[O:8][CH3:9])[c:10]([C:12]([F:13])([F:14])[F:15])[cH:11]1. Reactants: ( 3 ), C1CCC(CC1)N=C=NC2CCCCC2 (DCC), amine, C(CCCCCCCCC)(=O)O (decanoic acid). The product is C(CCCCCCCCC)N[C@@H](CC1=CC=CC=C1)C(=O)O.NC1=NC=CC=C1 (N-α-decyl-L-phenylalanine 2-aminopyridine). RXN SMILES: [C:1]([OH:12])(=[O:11])[CH2:2][CH2:3][CH2:4][CH2:5][CH2:6][CH2:7][CH2:8][CH2:9]C.[CH2:13]1CC[CH:16]([N:19]=[C:20]=[N:21][CH:22]2[CH2:27][CH2:26][CH2:25][CH2:24][CH2:23]2)[CH2:15][CH2:14]1>>[CH2:22]([NH:21][C@H:2]([C:1]([OH:12])=[O:11])[CH2:3][C:4]1[CH:5]=[CH:6][CH:7]=[CH:8][CH:9]=1)[CH2:27][CH2:26][CH2:25][CH2:24][CH2:23][CH2:1][CH2:2][CH2:3][CH3:4].[NH2:21][C:20]1[CH:13]=[CH:14][CH:15]=[CH:16][N:19]=1 |f:2.3|. Reported procedure: The acylated phenylalanine anilide imprint molecule was synthesized in three steps. (1) N-α-t-BOC-L-phenylalanine was coupled with 2-aminopyridine using DCC to give N-α-t-BOC-L-phenylalaniine-2-aminopyridine. (2) The a-amine was then deprotected with TFA to give N-α-L-phenylalanine-2-aminopyridine. (3) To create a compound having the properties of a surfactant, the free amine was then acylated with decanoic acid using DCC to give N-α-decyl-L-phenylalanine-2-aminopyridine. Starting materials: FC(CNC(=O)C1(C2=CC=CC=C2C=2C=CC=CC12)CCCCBr)(F)F (9-(4-bromo-butyl)-9H-fluorene-9-carboxylic acid-(2,2,2-trifluoro-ethyl)-amide), ClC1=CC2=C(N=C(S2)N2CCNCCC2)C=C1 (6-chloro-2-[1.4]diazepan-1-yl-benzothiazole). Product: FC(CNC(=O)C1(C2=CC=CC=C2C=2C=CC=CC12)CCCCN1CCN(CCC1)C=1SC2=C(N1)C=CC(=C2)Cl)(F)F (9-{4-[4-(6-chloro-benzothiazol-2-yl)-[1.4]diazepan-1-yl]-butyl}-9H-fluorene-9-carboxylic acid-(2,2,2-trifluoro-ethyl)-amide). RXN SMILES: [F:1][C:2]([F:26])([F:25])[CH2:3][NH:4][C:5]([C:7]1([CH2:20][CH2:21][CH2:22][CH2:23]Br)[C:19]2[CH:18]=[CH:17][CH:16]=[CH:15][C:14]=2[C:13]2[C:8]1=[CH:9][CH:10]=[CH:11][CH:12]=2)=[O:6].[Cl:27][C:28]1[CH:43]=[CH:42][C:31]2[N:32]=[C:33]([N:35]3[CH2:41][CH2:40][CH2:39][NH:38][CH2:37][CH2:36]3)[S:34][C:30]=2[CH:29]=1>>[F:1][C:2]([F:26])([F:25])[CH2:3][NH:4][C:5]([C:7]1([CH2:20][CH2:21][CH2:22][CH2:23][N:38]2[CH2:39][CH2:40][CH2:41][N:35]([C:33]3[S:34][C:30]4[CH:29]=[C:28]([Cl:27])[CH:43]=[CH:42][C:31]=4[N:32]=3)[CH2:36][CH2:37]2)[C:19]2[CH:18]=[CH:17][CH:16]=[CH:15][C:14]=2[C:13]2[C:8]1=[CH:9][CH:10]=[CH:11][CH:12]=2)=[O:6]. Reported procedure: Prepared analogously to Example 1 from 9-(4-bromo-butyl)-9H-fluorene-9-carboxylic acid-(2,2,2-trifluoro-ethyl)-amide and 6-chloro-2-[1.4]diazepan-1-yl-benzothiazole.